From a dataset of the Open Reaction Database (ORD), a public repository of structured organic reaction records. describe an organic reaction: reactants, conditions, products, and yield Reactants: C(=O)C=C (acrolein), C(CCC)[Li] (Butyllithium), CCCCCC (hexane), C(C)(C)(C)C#C (t-butylacetylene), [Cl-].[NH4+] (ammonium chloride), S(O)(O)(=O)=O (sulfuric acid). Solvent: O1CCCC1 (tetrahydrofuran), O1CCCC1 (tetrahydrofuran). Conditions: temperature 0 celsius, time 40 minute. Product: CC(C#CC(C=C)O)(C)C (6,6-dimethylhept-1-en-4-yn-3-ol). Yield: 60.6%. As a reaction SMILES: C([Li])CCC.CCCCCC.[C:12]([C:16]#[CH:17])([CH3:15])([CH3:14])[CH3:13].[CH:18]([CH:20]=[CH2:21])=[O:19].[Cl-].[NH4+].S(=O)(=O)(O)O>O1CCCC1>[CH3:13][C:12]([CH3:15])([CH3:14])[C:16]#[C:17][CH:18]([OH:19])[CH:20]=[CH2:21] |f:4.5|. Procedure details: Butyllithium 1.6 M solution in hexane (106.2 ml, 0.17 mole) was added dropwise during 70 minutes to a mixture of t-butylacetylene (13.3 gr., 0.162 mole) and tetrahydrofuran (133.1 ml) at 0° C. A solution of freshly distilled acrolein (10 gr., 0.17 mole) in tetrahydrofuran (26.6 ml) was added to the reaction mixture at 0° C. during 45 minutes. The reaction mixture was stirred at 0° C. for 40 minutes. It was further stirred for 18 hours at room temperature. Saturated ammonium chloride solution (45...